Dataset: the Open Reaction Database (ORD), a public repository of structured organic reaction records. Task: describe an organic reaction: reactants, conditions, products, and yield Starting materials: CCCC[Sn](Cl)(CCCC)CCCC, C1CCOC1, C[Si](C)(C)[N-][Si](C)(C)C, [Li+], [N-]=[N+]=NC1CC(C(=O)c2ncn3ccsc23)N(C(=O)OCc2ccc([N+](=O)[O-])cc2)C1. Yields the product CCCC[Sn](CCCC)(CCCC)c1cn2cnc(C(=O)C3CC(N=[N+]=[N-])CN3C(=O)OCc3ccc([N+](=O)[O-])cc3)c2s1. RXN SMILES: [CH2:32]([CH2:33][CH2:34][CH3:35])[Sn:36]([CH2:37][CH2:38][CH2:39][CH3:40])([CH2:41][CH2:42][CH2:43][CH3:44])[Cl:45].[CH2:56]1[O:57][CH2:58][CH2:59][CH2:60]1.[CH3:46][Si:47]([N-:48][Si:49]([CH3:50])([CH3:51])[CH3:52])([CH3:53])[CH3:54].[Li+:55].[N:1](=[N+:2]=[N-:3])[CH:4]1[CH2:5][CH:6]([C:22](=[O:23])[c:24]2[n:25][cH:26][n:27]3[c:28]2[s:29][cH:30][cH:31]3)[N:7]([C:9](=[O:10])[O:11][CH2:12][c:13]2[cH:14][cH:15][c:16]([N+:19](=[O:20])[O-:21])[cH:17][cH:18]2)[CH2:8]1>>[N:1](=[N+:2]=[N-:3])[CH:4]1[CH2:5][CH:6]([C:22](=[O:23])[c:24]2[n:25][cH:26][n:27]3[c:28]2[s:29][c:30]([Sn:36]([CH2:32][CH2:33][CH2:34][CH3:35])([CH2:37][CH2:38][CH2:39][CH3:40])[CH2:41][CH2:42][CH2:43][CH3:44])[cH:31]3)[N:7]([C:9](=[O:10])[O:11][CH2:12][c:13]2[cH:14][cH:15][c:16]([N+:19](=[O:20])[O-:21])[cH:17][cH:18]2)[CH2:8]1. The product is C(C1=CC=CC=C1)(=O)C1=CC=C(S1)C(C(=O)O)C (α-(5-benzoyl-2-thienyl)propionic acid). The reactants are [Na] (sodium), CS (methyl mercaptan), ester, O (water), CSC(C(=O)OC)(C)C=1SC(=CC1)C(C1=CC=CC=C1)=O (Methyl α-methylthio-α-(5-benzoyl-2-thienyl)propionate), O (water). As a reaction SMILES: CS[C:3]([C:9]1[S:10][C:11]([C:14](=[O:21])[C:15]2[CH:20]=[CH:19][CH:18]=[CH:17][CH:16]=2)=[CH:12][CH:13]=1)([CH3:8])[C:4]([O:6]C)=[O:5].[Na].CS.O>CO>[C:14]([C:11]1[S:10][C:9]([CH:3]([CH3:8])[C:4]([OH:6])=[O:5])=[CH:13][CH:12]=1)(=[O:21])[C:15]1[CH:20]=[CH:19][CH:18]=[CH:17][CH:16]=1 |^1:21|. The solvent is CO (methanol), CO (methanol). Procedure details: Methyl α-methylthio-α-(5-benzoyl-2-thienyl)propionate (320 mg) was dissolved in 1 ml of anhydrous methanol, and 1.0 ml (2.34 M) of a methanol solution of sodium salt of methyl mercaptan was added. The mixture was heated under reflux for 1 hour. In order to hydrolyze the ester, 1 ml of water was added and the mixture was heated under reflux for an additional 2 hours. After cooling, 20 ml of water was added, and the mixture was washed twice with 15 ml of methylene chloride. The aqueous layer was a... Isolated yield 67.7%. The reactants are C(C1=CC=CC=C1)(=O)C1=C(C=CC(=C1)Cl)NC(=S)N(N)C (N-(2-benzoyl-4-chlorophenyl)-methyl-hydrazine-carbothioamide). Run in C(CC)O (n-propanol). Product: ClC=1C=CC2=C(C(=NN(C(N2)=S)C)C2=CC=CC=C2)C1 (7-chloro-1,3-dihydro-3-methyl-5-phenyl-2H-1,3,4-benzotriazepine-2-thione). As a reaction SMILES: [C:1]([C:9]1[CH:14]=[C:13]([Cl:15])[CH:12]=[CH:11][C:10]=1[NH:16][C:17]([N:19]([CH3:21])[NH2:20])=[S:18])(=O)[C:2]1[CH:7]=[CH:6][CH:5]=[CH:4][CH:3]=1>C(O)CC>[Cl:15][C:13]1[CH:12]=[CH:11][C:10]2[NH:16][C:17](=[S:18])[N:19]([CH3:21])[N:20]=[C:1]([C:2]3[CH:7]=[CH:6][CH:5]=[CH:4][CH:3]=3)[C:9]=2[CH:14]=1. Procedure: A mixture containing 20.0 grams of N-(2-benzoyl-4-chlorophenyl)-methyl-hydrazine-carbothioamide (Example 2) in 250 ml of n-propanol was refluxed for about 2 hours. The yellow precipitate was cooled in an ice bath, and the resulting yellow precipitate was collected, washed with isopropanol and air dried to yield 7-chloro-1,3-dihydro-3-methyl-5-phenyl-2H-1,3,4-benzotriazepine-2-thione as a yellow solid. Additional product was obtained upon evaporation of the solvent under vacuum. The melting point...